Dataset: the Open Reaction Database (ORD), a public repository of structured organic reaction records. Task: describe an organic reaction: reactants, conditions, products, and yield Starting materials: CN(C)C=O, ClCc1ccc(COc2ccccn2)cc1, [H-], [Na+], Nc1ccc(-c2cn[nH]c2)c(N)n1. Yields the product Nc1ccc(-c2cnn(Cc3ccc(COc4ccccn4)cc3)c2)c(N)n1. Reaction SMILES: [CH3:32][N:33]([CH3:34])[CH:35]=[O:36].[Cl:16][CH2:17][c:18]1[cH:19][cH:20][c:21]([CH2:22][O:23][c:24]2[n:25][cH:26][cH:27][cH:28][cH:29]2)[cH:30][cH:31]1.[H-:14].[Na+:15].[nH:1]1[n:2][cH:3][c:4](-[c:6]2[c:7]([NH2:13])[n:8][c:9]([NH2:12])[cH:10][cH:11]2)[cH:5]1>>[n:1]1([CH2:17][c:18]2[cH:19][cH:20][c:21]([CH2:22][O:23][c:24]3[n:25][cH:26][cH:27][cH:28][cH:29]3)[cH:30][cH:31]2)[n:2][cH:3][c:4](-[c:6]2[c:7]([NH2:13])[n:8][c:9]([NH2:12])[cH:10][cH:11]2)[cH:5]1.